Dataset: the Open Reaction Database (ORD), a public repository of structured organic reaction records. Task: describe an organic reaction: reactants, conditions, products, and yield Starting materials: CC(C)(C)C(=O)Cl, CC(C)(C)OC(=O)N1CC(O)CC1C(=O)O, C=CC1CC1(N)C(=O)OCC, CCOC(C)=O. The product is C=CC1CC1(NC(=O)C1CC(O)CN1C(=O)OC(C)(C)C)C(=O)OCC. As a reaction SMILES: [C:17]([Cl:18])(=[O:19])[C:20]([CH3:21])([CH3:22])[CH3:23].[C:1](=[O:2])([O:3][C:4]([CH3:5])([CH3:6])[CH3:7])[N:8]1[CH:9]([C:10](=[O:11])[OH:12])[CH2:13][CH:14]([OH:15])[CH2:16]1.[CH2:24]([CH3:25])[O:26][C:27](=[O:28])[C:29]1([NH2:34])[CH:30]([CH:32]=[CH2:33])[CH2:31]1.[CH3:35][CH2:36][O:37][C:38]([CH3:39])=[O:40]>>[C:1](=[O:2])([O:3][C:4]([CH3:5])([CH3:6])[CH3:7])[N:8]1[CH:9]([C:10](=[O:12])[NH:34][C:29]2([C:27]([O:26][CH2:24][CH3:25])=[O:28])[CH:30]([CH:32]=[CH2:33])[CH2:31]2)[CH2:13][CH:14]([OH:15])[CH2:16]1. The product is CC(C(=O)O)(CC1=CC=C(C=C1)OCCC=1N=C(OC1C)C=1SC=CC1)OC1=CC=C(C=C1)C(C)(C)C (2-Methyl-3-{4-[2-(5-methyl-2-thiophen-2-yl-oxazol-4-yl)-ethoxy]-phenyl}-2-(4-tert-butylphenoxy)-propionic acid), solid. Reactants: C(C)OC(C(CC1=CC=C(C=C1)O)(OC1=CC=C(C=C1)C(C)(C)C)C)=O (3-(4-hydroxyphenyl)-2-methyl-2-(4-tert-butylphenoxy)-propionic acid ethyl ester), CC1=C(N=C(O1)C=1SC=CC1)CCOS(=O)(=O)C1=CC=C(C=C1)C (toluene-4-sulfonic acid 2-(5-methyl-2-thiophen-2-yloxazol-4-yl)-ethyl ester). Reported procedure: The title compound was prepared, according to the procedure of Example 16, Step C, using 3-(4-hydroxyphenyl)-2-methyl-2-(4-tert-butylphenoxy)-propionic acid ethyl ester and toluene-4-sulfonic acid 2-(5-methyl-2-thiophen-2-yloxazol-4-yl)-ethyl ester to produce a white solid (19%). MS [EI+] 520 (M+H)+, [EI−] 518 (M−H)+. The yield is 19.0%. RXN SMILES: C([O:3][C:4](=[O:26])[C:5]([CH3:25])([O:14][C:15]1[CH:20]=[CH:19][C:18]([C:21]([CH3:24])([CH3:23])[CH3:22])=[CH:17][CH:16]=1)[CH2:6][C:7]1[CH:12]=[CH:11][C:10](O)=[CH:9][CH:8]=1)C.[CH3:27][C:28]1[O:32][C:31]([C:33]2[S:34][CH:35]=[CH:36][CH:37]=2)=[N:30][C:29]=1[CH2:38][CH2:39][O:40]S(C1C=CC(C)=CC=1)(=O)=O>>[CH3:25][C:5]([O:14][C:15]1[CH:16]=[CH:17][C:18]([C:21]([CH3:24])([CH3:23])[CH3:22])=[CH:19][CH:20]=1)([CH2:6][C:7]1[CH:12]=[CH:11][C:10]([O:40][CH2:39][CH2:38][C:29]2[N:30]=[C:31]([C:33]3[S:34][CH:35]=[CH:36][CH:37]=3)[O:32][C:28]=2[CH3:27])=[CH:9][CH:8]=1)[C:4]([OH:26])=[O:3]. The reactants are O=C([O-])O, ClCCl, COc1cc2c(cc1OC)C(=O)C(=Cc1ccncc1)C2, O=C(OO)c1cccc(Cl)c1, [Na+]. Yields the product COc1cc2c(cc1OC)C(=O)C(=Cc1cc[n+]([O-])cc1)C2. As a reaction SMILES: [C:33](=[O:34])([OH:35])[O-:36].[CH2:38]([Cl:39])[Cl:40].[CH3:1][O:2][c:3]1[cH:4][c:5]2[c:9]([cH:10][c:11]1[O:12][CH3:13])[C:8](=[O:14])[C:7](=[CH:15][c:16]1[cH:17][cH:18][n:19][cH:20][cH:21]1)[CH2:6]2.[Cl:22][c:23]1[cH:24][cH:25][cH:26][c:27]([C:28]([O:29][OH:31])=[O:30])[cH:32]1.[Na+:37]>>[CH3:1][O:2][c:3]1[cH:4][c:5]2[c:9]([cH:10][c:11]1[O:12][CH3:13])[C:8](=[O:14])[C:7](=[CH:15][c:16]1[cH:17][cH:18][n+:19]([O-:30])[cH:20][cH:21]1)[CH2:6]2. The reactants are [NH4+].[Cl-] (NH4Cl), [Li] (lithium), N (ammonia), FC(C(C(F)(F)F)(CCC[C@@H](C)[C@H]1CC[C@H]2[C@@H]3C=CC4=CC([C@H]5[C@@H]([C@]4(C)[C@H]3CC[C@]12C)O5)=O)O)(F)F (26,26,26,27,27,27-Hexafluoro-25-hydroxy-1α,2α-epoxycholest-4,6 -dien-3-one). The solvent is liquid, C1CCOC1 (THF). Run at time 1 hour. Product: FC(C(C(F)(F)F)(CCC[C@@H](C)[C@H]1CC[C@H]2[C@@H]3CC=C4C[C@@H](O)C[C@@H]([C@]4(C)[C@H]3CC[C@]12C)O)O)(F)F (26,26,26,27,27,27-Hexafluoro-1α,25-dihydroxycholesterol). Yield: 61.1%. Reaction SMILES: [Li].N.[F:3][C:4]([F:38])([F:37])[C:5]([OH:36])([CH2:10][CH2:11][CH2:12][C@H:13]([C@@H:15]1[C@:32]2([CH3:33])[C@H:18]([C@H:19]3[C@H:29]([CH2:30][CH2:31]2)[C@:27]2([CH3:28])[C:22](=[CH:23][C:24](=[O:35])[C@@H:25]4[O:34][C@@H:26]42)[CH:21]=[CH:20]3)[CH2:17][CH2:16]1)[CH3:14])[C:6]([F:9])([F:8])[F:7].[NH4+].[Cl-]>C1COCC1>[F:3][C:4]([F:37])([F:38])[C:5]([OH:36])([CH2:10][CH2:11][CH2:12][C@H:13]([C@@H:15]1[C@:32]2([CH3:33])[C@H:18]([C@H:19]3[C@H:29]([CH2:30][CH2:31]2)[C@:27]2([CH3:28])[C:22]([CH2:23][C@H:24]([CH2:25][C@@H:26]2[OH:34])[OH:35])=[CH:21][CH2:20]3)[CH2:17][CH2:16]1)[CH3:14])[C:6]([F:7])([F:9])[F:8] |f:3.4,^1:0|. Reported procedure: To a solution of 1.2 g of lithium in 80 ml of liquid ammonia (distilled over Na) was added 443 mg of the epoxide (4) in THF (70 ml) dropwise during 1 hr under dry ice-acetone bath cooling and then the reaction mixture was stirred for 1 hr at reflux. The reaction mixture was recooled by dry ice-acetone bath and to this was added solid NH4Cl (12 g) in small portions during 1 hr, then refluxed for 3 hr. After bubbling argon gas to remove NH3, water was added to the reaction mixture and this was ext... The reactants are CCCCCCCCCCCCCCCC(O)C(NC(C)=O)C(=O)OCC, CCO, Cl. Yields the product Cl, CCCCCCCCCCCCCCCC(O)C(N)C(=O)OCC. RXN SMILES: [C:1](=[O:2])([CH3:3])[NH:4][CH:5]([C:6](=[O:7])[O:8][CH2:9][CH3:10])[CH:11]([CH2:12][CH2:13][CH2:14][CH2:15][CH2:16][CH2:17][CH2:18][CH2:19][CH2:20][CH2:21][CH2:22][CH2:23][CH2:24][CH2:25][CH3:26])[OH:27].[CH3:29][CH2:30][OH:31].[ClH:28]>>[ClH:28].[NH2:4][CH:5]([C:6](=[O:7])[O:8][CH2:9][CH3:10])[CH:11]([CH2:12][CH2:13][CH2:14][CH2:15][CH2:16][CH2:17][CH2:18][CH2:19][CH2:20][CH2:21][CH2:22][CH2:23][CH2:24][CH2:25][CH3:26])[OH:27]. The reactants are N1(CCOCC1)C=1N=C(NC(C1)=O)CC(=O)[O-].[Na+] (sodium [4-(morpholin-4-yl)-6-oxo-1,6-dihydropyrimidin-2-yl]acetate), NC=1C=C(OCCO)C=CC1 (2-(3-aminophenoxy)ethanol), FC1=C(N)C=CC(=C1)F (2,4-difluoroaniline). The product is OCCOC=1C=C(C=CC1)NC(CC=1NC(C=C(N1)N1CCOCC1)=O)=O (N-[3-(2-hydroxyethoxy)phenyl]-2-[4-(morpholin-4-yl)-6-oxo-1,6-dihydropyrimidin-2-yl]acetamide). Isolated yield 48.3%. RXN SMILES: [N:1]1([C:7]2[N:8]=[C:9]([CH2:14][C:15]([O-:17])=O)[NH:10][C:11](=[O:13])[CH:12]=2)[CH2:6][CH2:5][O:4][CH2:3][CH2:2]1.[Na+].[NH2:19][C:20]1[CH:21]=[C:22]([CH:27]=[CH:28][CH:29]=1)[O:23][CH2:24][CH2:25][OH:26].FC1C=C(F)C=CC=1N>>[OH:26][CH2:25][CH2:24][O:23][C:22]1[CH:21]=[C:20]([NH:19][C:15](=[O:17])[CH2:14][C:9]2[NH:10][C:11](=[O:13])[CH:12]=[C:7]([N:1]3[CH2:2][CH2:3][O:4][CH2:5][CH2:6]3)[N:8]=2)[CH:29]=[CH:28][CH:27]=1 |f:0.1|. Reported procedure: The product is prepared according to the procedure described in Example 5, using 260 mg of sodium [4-(morpholin-4-yl)-6-oxo-1,6-dihydropyrimidin-2-yl]acetate and 294 mg of 2-(3-aminophenoxy)ethanol in 20 place of the 2,4-difluoroaniline. 180 mg of N-[3-(2-hydroxyethoxy)phenyl]-2-[4-(morpholin-4-yl)-6-oxo-1,6-dihydropyrimidin-2-yl]acetamide are obtained in the form of a pinkish solid, the characteristics of which are the following: Starting materials: C(C)(C)(C)OC(=O)N1CCC(CC1)N1C(C2=CC=CC(=C2C1=O)C(N)=O)C (tert-butyl-4-(4-carbamoyl-1-methyl-3-oxo-1,3-dihydro-2H-isoindol-2-yl)piperidine-1-carboxylate), O1CCOCC1 (dioxane). Solvent: Cl (hydrochloric acid). The product is CC1N(C(C=2C(=CC=CC12)C(=O)N)=O)C1CCNCC1 (1-Methyl-3-oxo-2-(piperidin-4-yl)-2,3-dihydro-1H-isoindole-4-carboxamide). Isolated yield 97.6%. RXN SMILES: C(OC([N:8]1[CH2:13][CH2:12][CH:11]([N:14]2[C:22](=[O:23])[C:21]3[C:16](=[CH:17][CH:18]=[CH:19][C:20]=3[C:24](=[O:26])[NH2:25])[CH:15]2[CH3:27])[CH2:10][CH2:9]1)=O)(C)(C)C.O1CCOCC1>Cl>[CH3:27][CH:15]1[C:16]2[CH:17]=[CH:18][CH:19]=[C:20]([C:24]([NH2:25])=[O:26])[C:21]=2[C:22](=[O:23])[N:14]1[CH:11]1[CH2:12][CH2:13][NH:8][CH2:9][CH2:10]1. Procedure: A solution of tert-butyl-4-(4-carbamoyl-1-methyl-3-oxo-1,3-dihydro-2H-isoindol-2-yl)piperidine-1-carboxylate (2.8 g, 7.5 mmol) in 4M hydrochloric acid in dioxane (18 mL, 75 mmol) was stirred at 50° C. for 2 hours until HPLC analysis revealed the disappearance of the starting material. The solvent was removed under reduce pressure and the product was dissolved in diethyl ether and decanted to obtain the title compound (2 g 95%) as its hydrochloride. Yields the product CN(C)c1ccccc1CSc1cnc2ccccc2n1. Reactants: CN(C)c1ccccc1CCl, CCO, Cl, [Na+], [OH-], O, Sc1cnc2ccccc2n1. As a reaction SMILES: [CH3:15][N:16]([c:17]1[c:18]([CH2:19][Cl:20])[cH:21][cH:22][cH:23][cH:24]1)[CH3:25].[CH3:26][CH2:27][OH:28].[ClH:14].[Na+:13].[OH-:12].[OH2:29].[SH:1][c:2]1[n:3][c:4]2[cH:5][cH:6][cH:7][cH:8][c:9]2[n:10][cH:11]1>>[S:1]([c:2]1[n:3][c:4]2[cH:5][cH:6][cH:7][cH:8][c:9]2[n:10][cH:11]1)[CH2:19][c:18]1[c:17]([N:16]([CH3:15])[CH3:25])[cH:24][cH:23][cH:22][cH:21]1. Run at time 2 day. Procedure details: 83 mg of 5% palladium/C were added to a solution of 198 mg (0.26 mmol) of benzyl(R)-3-(2-benzyloxycarbonylaminoethanesulfonyl)-2-[3-((9S,12R)-9-isopropyl-11-oxo-2,7-dioxa-10-azabicyclo[12.2.2]octadeca-1(17),14(18),15-trien-12-yl)ureido]propionate in 10 ml of methanol, and the mixture was hydrogenated under a hydrogen atmosphere (balloon pressure). After leaving to stand for 2 days, the mixture was filtered, concentrated and purified by preparative HPLC. The required fractions were combined and f... Yield: 16.3%. The reactants are C(C1=CC=CC=C1)OC(=O)NCCS(=O)(=O)C[C@@H](C(=O)OCC1=CC=CC=C1)NC(=O)N[C@H]1C(N[C@H](COCCCCOC=2C=CC(C1)=CC2)C(C)C)=O (benzyl(R)-3-(2-benzyloxycarbonylaminoethanesulfonyl)-2-[3-((9S,12R)-9-isopropyl-11-oxo-2,7-dioxa-10-azabicyclo[12.2.2]octadeca-1(17),14(18),15-trien-12-yl)ureido]propionate). The reagents and catalysts are [Pd] (palladium). Product: NCCS(=O)(=O)C[C@@H](C(=O)O)NC(=O)N[C@H]1C(N[C@H](COCCCCOC=2C=CC(C1)=CC2)C(C)C)=O ((R)-3-(2-Aminoethanesulfonyl)-2-[3-((9S,12R)-9-isopropyl-11-oxo-2,7-dioxa-10-azabicyclo[12.2.2]octadeca-1(17),14(18),15-trien-12-yl)ureido]propionic acid). RXN SMILES: C(OC([NH:11][CH2:12][CH2:13][S:14]([CH2:17][C@H:18]([NH:29][C:30]([NH:32][C@@H:33]1[CH2:48][C:47]2=[CH:49][CH:50]=[C:44]([CH:45]=[CH:46]2)[O:43][CH2:42][CH2:41][CH2:40][CH2:39][O:38][CH2:37][C@H:36]([CH:51]([CH3:53])[CH3:52])[NH:35][C:34]1=[O:54])=[O:31])[C:19]([O:21]CC1C=CC=CC=1)=[O:20])(=[O:16])=[O:15])=O)C1C=CC=CC=1>CO.[Pd]>[NH2:11][CH2:12][CH2:13][S:14]([CH2:17][C@H:18]([NH:29][C:30]([NH:32][C@@H:33]1[CH2:48][C:47]2=[CH:46][CH:45]=[C:44]([CH:50]=[CH:49]2)[O:43][CH2:42][CH2:41][CH2:40][CH2:39][O:38][CH2:37][C@H:36]([CH:51]([CH3:52])[CH3:53])[NH:35][C:34]1=[O:54])=[O:31])[C:19]([OH:21])=[O:20])(=[O:16])=[O:15]. Solvent: CO (methanol).